From a dataset of the Open Reaction Database (ORD), a public repository of structured organic reaction records. describe an organic reaction: reactants, conditions, products, and yield Reactants: ClCCl, O=C(O)C(F)(F)F, CC(C)(C)OC(=O)NS(=O)(=O)N1CCCO1. Product: NS(=O)(=O)N1CCCO1. Reaction SMILES: [Cl:24][CH2:25][Cl:26].[F:17][C:18]([F:19])([F:20])[C:21]([OH:22])=[O:23].[O:1]1[N:2]([S:6](=[O:7])(=[O:8])[NH:9][C:10](=[O:11])[O:12][C:13]([CH3:14])([CH3:15])[CH3:16])[CH2:3][CH2:4][CH2:5]1>>[O:1]1[N:2]([S:6](=[O:7])(=[O:8])[NH2:9])[CH2:3][CH2:4][CH2:5]1. The reactants are tri-glyceride, C22 fatty acids, [OH-].[Li+] (lithium hydroxide), OC(CCCCCCCCCCC(=O)O)CCCCCC (12-hydroxystearic acid), [P] (phosphorus), [S] (sulfur). Product: OC(C(=O)[O-])CCCCCCCCCCCCCCCC.[Li+] (lithium hydroxystearate). Reaction SMILES: O[CH:2]([CH2:16][CH2:17][CH2:18][CH2:19][CH2:20][CH3:21])[CH2:3][CH2:4][CH2:5][CH2:6][CH2:7][CH2:8][CH2:9][CH2:10][CH2:11][CH2:12][C:13]([OH:15])=[O:14].[OH-:22].[Li+:23].[P].[S]>>[OH:22][CH:12]([CH2:11][CH2:10][CH2:9][CH2:8][CH2:7][CH2:6][CH2:5][CH2:4][CH2:3][CH2:2][CH2:16][CH2:17][CH2:18][CH2:19][CH2:20][CH3:21])[C:13]([O-:15])=[O:14].[Li+:23] |f:1.2,5.6,^3:24|. Reported procedure: A lithium hydroxystearate grease thickener was prepared by saponification of a mixture containing 12-hydroxystearic acid (50%) and the tri-glyceride thereof (25%) and 25% of C22 fatty acids containing no OH groups with lithium hydroxide in a mineral oil vehicle (ISO 150 viscosity grade of a 70/30 mixture of naphthenic and paraffinic stocks) at about 350° F. in a closed contactor. After depressuring and dehydration of the thickener in an open kettle sufficient mineral oil was added to reduce the ... Starting materials: C(C)(=O)NC1=C2C(CCN(C2=C(C=C1)C)CC#N)=O (5-Acetylamino-1-cyanomethyl-8-methyl-2,3-dihydroquinoline-4-one), C(C)(=O)OC(C)=O (acetic anhydride). Reagents/catalysts: [Ni] (Raney nickel). Solvent: C(C)(=O)O (acetic acid). The product is C(C)(=O)NC1=C2C(CCN(C2=C(C=C1)C)CCN)=O (5-Acetylamino-1-(2-aminoethyl)-8-methyl-2,3-dihydroquinoline-4-one). RXN SMILES: [C:1]([NH:4][C:5]1[CH:14]=[CH:13][C:12]([CH3:15])=[C:11]2[C:6]=1[C:7](=[O:19])[CH2:8][CH2:9][N:10]2[CH2:16][C:17]#[N:18])(=[O:3])[CH3:2].C(OC(=O)C)(=O)C>[Ni].C(O)(=O)C>[C:1]([NH:4][C:5]1[CH:14]=[CH:13][C:12]([CH3:15])=[C:11]2[C:6]=1[C:7](=[O:19])[CH2:8][CH2:9][N:10]2[CH2:16][CH2:17][NH2:18])(=[O:3])[CH3:2]. Procedure: The compound prepared in (2) above (650 mg) was dissolved into a mixed solvent of 10 ml of acetic acid and 30 ml of acetic anhydride. The mixture was catalytically hydrogenated with the addition of 2 ml of Raney nickel. After removing the catalyst by filtration, the reaction mixture was concentrated and chloroform was added to the residue, which was washed with saturated aqueous solution of sodium bicarbonate and saturated brine, and dried over anhydrous sodium sulfate. After evaporating the sol... Reactants: CC(C)CCN1CCN(c2ccc(N)cc2)CC1, CCO, CC(C)N1CCN(c2ccc([N+](=O)[O-])cc2)CC1, ClCCl. The product is CC(C)N1CCN(c2ccc(N)cc2)CC1. As a reaction SMILES: [CH2:1]([N:2]1[CH2:3][CH2:4][N:5]([c:6]2[cH:7][cH:8][c:9]([NH2:10])[cH:11][cH:12]2)[CH2:13][CH2:14]1)[CH2:15][CH:16]([CH3:17])[CH3:18].[CH3:40][CH2:41][OH:42].[CH:19]([CH3:20])([CH3:21])[N:22]1[CH2:23][CH2:24][N:25]([c:28]2[cH:29][cH:30][c:31]([N+:34]([O-:35])=[O:36])[cH:32][cH:33]2)[CH2:26][CH2:27]1.[Cl:37][CH2:38][Cl:39]>>[CH:19]([CH3:20])([CH3:21])[N:22]1[CH2:23][CH2:24][N:25]([c:28]2[cH:29][cH:30][c:31]([NH2:34])[cH:32][cH:33]2)[CH2:26][CH2:27]1. RXN SMILES: [C-:19]#[N:20].[CH3:22][CH2:23][OH:24].[Cl:1][c:2]1[cH:3][c:4]2[c:8]([cH:9][cH:10]1)[C:7](=[C:11]([C:12]([O:13][CH2:14][CH3:15])=[O:16])[C:17]#[N:18])[CH2:6][CH2:5]2.[K+:21].[OH2:25]>>[Cl:1][c:2]1[cH:3][c:4]2[c:8]([cH:9][cH:10]1)[C:7]([CH2:11][C:17]#[N:18])([C:19]#[N:20])[CH2:6][CH2:5]2. Starting materials: [C-]#N, CCO, CCOC(=O)C(C#N)=C1CCc2cc(Cl)ccc21, [K+], O. The product is N#CCC1(C#N)CCc2cc(Cl)ccc21. Reactants: ClC1=C(C=C(C=C1)C)[N+](=O)[O-] (4-chloro-3-nitro-toluene), NC1CCN(CC1)C(=O)OCC (ethyl 4-amino-1-piperidinecarboxylate), C([O-])([O-])=O.[Na+].[Na+] (sodium carbonate). The reagents and catalysts are [I-].[Na+] (sodium iodide). Run in C1(CCCCC1)O (cyclohexanol), C1(CCCCC1)O (cyclohexanol). Conditions: temperature 150 celsius. The product is CC1=CC(=C(NC2CCN(CC2)C(=O)OCC)C=C1)[N+](=O)[O-] (ethyl 4-(4-methyl-2-nitroanilino)-1-piperidinecarboxylate). Isolated yield 43.1%. Reaction SMILES: Cl[C:2]1[CH:7]=[CH:6][C:5]([CH3:8])=[CH:4][C:3]=1[N+:9]([O-:11])=[O:10].[NH2:12][CH:13]1[CH2:18][CH2:17][N:16]([C:19]([O:21][CH2:22][CH3:23])=[O:20])[CH2:15][CH2:14]1.C(=O)([O-])[O-].[Na+].[Na+]>[I-].[Na+].C1(O)CCCCC1>[CH3:8][C:5]1[CH:6]=[CH:7][C:2]([NH:12][CH:13]2[CH2:14][CH2:15][N:16]([C:19]([O:21][CH2:22][CH3:23])=[O:20])[CH2:17][CH2:18]2)=[C:3]([N+:9]([O-:11])=[O:10])[CH:4]=1 |f:2.3.4,5.6|. Procedure details: A mixture of 69 g of 4-chloro-3-nitro-toluene, 50 g of ethyl 4-amino-1-piperidinecarboxylate, 24 g of sodium carbonate, 0.1 g of sodium iodide and 120 ml of cyclohexanol was heated to 150° C. for 72 h. After cooling the cyclohexanol was distilled off under reduced pressure and the residue partitioned between 1 L of ethyl acetate and 1 L of water. The organic extract was dried over MgSO4 and concentrated under reduced pressure. Chromatography over silica gel, eluting with 20% ethyl acetate in cyc... The reactants are Oc1ccc(OCCBr)cc1, O=C([O-])[O-], C=CCBr, CC(C)=O, CCCCCC, [K+], [K+], O. The product is C=CCOc1ccc(OCCBr)cc1. As a reaction SMILES: [Br:1][CH2:2][CH2:3][O:4][c:5]1[cH:6][cH:7][c:8]([OH:11])[cH:9][cH:10]1.[C:16](=[O:17])([O-:18])[O-:19].[CH2:12]([CH:13]=[CH2:14])[Br:15].[CH3:23][C:24](=[O:25])[CH3:26].[CH3:27][CH2:28][CH2:29][CH2:30][CH2:31][CH3:32].[K+:20].[K+:21].[OH2:22]>>[Br:1][CH2:2][CH2:3][O:4][c:5]1[cH:6][cH:7][c:8]([O:11][CH2:14][CH:13]=[CH2:12])[cH:9][cH:10]1. Reactants: CCCC#C[Sn](CCCC)(CCCC)CCCC, [Cl-], COC(=O)c1ccc(OS(=O)(=O)C(F)(F)F)c(NC(=O)OCc2ccccc2)c1, [Li+], C1COCCO1, c1ccc(P(c2ccccc2)(c2ccccc2)[Pd](P(c2ccccc2)(c2ccccc2)c2ccccc2)(P(c2ccccc2)(c2ccccc2)c2ccccc2)P(c2ccccc2)(c2ccccc2)c2ccccc2)cc1. Product: CCCC#Cc1ccc(C(=O)OC)cc1NC(=O)OCc1ccccc1. RXN SMILES: [C:30](#[C:31][CH2:32][CH2:33][CH3:34])[Sn:35]([CH2:36][CH2:37][CH2:38][CH3:39])([CH2:40][CH2:41][CH2:42][CH3:43])[CH2:44][CH2:45][CH2:46][CH3:47].[Cl-:49].[F:1][C:2]([F:3])([F:4])[S:5]([O:6][c:7]1[c:8]([NH:17][C:18](=[O:19])[O:20][CH2:21][c:22]2[cH:23][cH:24][cH:25][cH:26][cH:27]2)[cH:9][c:10]([C:13](=[O:14])[O:15][CH3:16])[cH:11][cH:12]1)(=[O:28])=[O:29].[Li+:48].[O:50]1[CH2:51][CH2:52][O:53][CH2:54][CH2:55]1.[cH:56]1[cH:57][cH:58][c:59]([P:60]([Pd:61]([P:62]([c:63]2[cH:64][cH:65][cH:66][cH:67][cH:68]2)([c:69]2[cH:70][cH:71][cH:72][cH:73][cH:74]2)[c:75]2[cH:76][cH:77][cH:78][cH:79][cH:80]2)([P:81]([c:82]2[cH:83][cH:84][cH:85][cH:86][cH:87]2)([c:88]2[cH:89][cH:90][cH:91][cH:92][cH:93]2)[c:94]2[cH:95][cH:96][cH:97][cH:98][cH:99]2)[P:100]([c:101]2[cH:102][cH:103][cH:104][cH:105][cH:106]2)([c:107]2[cH:108][cH:109][cH:110][cH:111][cH:112]2)[c:113]2[cH:114][cH:115][cH:116][cH:117][cH:118]2)([c:119]2[cH:120][cH:121][cH:122][cH:123][cH:124]2)[c:125]2[cH:126][cH:127][cH:128][cH:129][cH:130]2)[cH:131][cH:132]1>>[c:7]1([C:30]#[C:31][CH2:32][CH2:33][CH3:34])[c:8]([NH:17][C:18](=[O:19])[O:20][CH2:21][c:22]2[cH:23][cH:24][cH:25][cH:26][cH:27]2)[cH:9][c:10]([C:13](=[O:14])[O:15][CH3:16])[cH:11][cH:12]1. The reactants are [H-].[Na+] (Sodium hydride), CC1=CC(=NN1)C1=CC=CC=C1 (5-methyl-3-phenyl-1H-pyrazole), C1(OCCO1)=O (ethylene carbonate). The solvent is CN(C)C=O (DMF). Run at temperature 0 celsius, time 15 minute. Yields the product CC1=CC(=NN1CCO)C1=CC=CC=C1 (2-(5-Methyl-3-phenyl-pyrazol-1-yl)-ethanol). Yield: 59.6%. Reaction SMILES: [H-].[Na+].[CH3:3][C:4]1[NH:8][N:7]=[C:6]([C:9]2[CH:14]=[CH:13][CH:12]=[CH:11][CH:10]=2)[CH:5]=1.C1(=O)O[CH2:18][CH2:17][O:16]1>CN(C=O)C>[CH3:3][C:4]1[N:8]([CH2:18][CH2:17][OH:16])[N:7]=[C:6]([C:9]2[CH:10]=[CH:11][CH:12]=[CH:13][CH:14]=2)[CH:5]=1 |f:0.1|. Reported procedure: Sodium hydride (2.5 g, 1.5 g NaH, 62 mmol, 1.1 equiv) was added over a period of 3 min to a solution of 5-methyl-3-phenyl-1H-pyrazole (9.00 g, 56.9 mmol, 1 equiv) in DMF (90 mL) cooled to 0° C. in an ice bath. After stirring 15 min, ethylene carbonate (7.6 mL, 10 g, 110 mmol, 2.0 equiv) was added. The bath was removed, and the reaction mixture was stirred for 15 h. The mixture was treated with 4 M aq K2CO3 (90 mL), heated at reflux for 5 h, and diluted with H2O (200 mL). After allowing the hot m...